Dataset: the Open Reaction Database (ORD), a public repository of structured organic reaction records. Task: describe an organic reaction: reactants, conditions, products, and yield Starting materials: NCC1CCN(CC1)C(C1=CC=CC=C1)C1=CC=CC=C1 (4-aminometyl-1-diphenylmethylpiperidine), C(=O)O (formic acid), [OH-].[Na+] (NaOH). The solvent is C(C)(=O)OC(C)=O (acetic anhydride). Conditions: time 17 hour. The product is C(=O)NCC1CCN(CC1)C(C1=CC=CC=C1)C1=CC=CC=C1 (4-(N-formylamino)methyl-1-diphenylmethylpiperidine). Yield: 88.0%. RXN SMILES: [NH2:1][CH2:2][CH:3]1[CH2:8][CH2:7][N:6]([CH:9]([C:16]2[CH:21]=[CH:20][CH:19]=[CH:18][CH:17]=2)[C:10]2[CH:15]=[CH:14][CH:13]=[CH:12][CH:11]=2)[CH2:5][CH2:4]1.[OH-].[Na+].[CH:24](O)=[O:25]>C(OC(=O)C)(=O)C>[CH:24]([NH:1][CH2:2][CH:3]1[CH2:8][CH2:7][N:6]([CH:9]([C:16]2[CH:21]=[CH:20][CH:19]=[CH:18][CH:17]=2)[C:10]2[CH:11]=[CH:12][CH:13]=[CH:14][CH:15]=2)[CH2:5][CH2:4]1)=[O:25] |f:1.2|. Procedure details: Step 1): To a cooled solution (0°-5° C.) of 4-aminometyl-1-diphenylmethylpiperidine (3.0 g, 0.01 mol) in formic acid (7.5 ml), acetic anhydride (6 ml) was added and the reaction mixture was stirred at room temperature for 17 hours. An aqueous NaOH solution was added to adjust the mixture to pH 12 and the mixture was extracted with ether. The organic layer was washed with water and brine, dried (MgSO4) and concentrated. The residue was recrystallized (diisopropyl ether) to give 4-(N-formylamino)m... Reactants: O (water), C([O-])([O-])=O.[K+].[K+] (potassium carbonate), CI (methyl iodide), FC1=C(C=CC(=C1)Cl)N1C(NC(=CC1=O)C1=CC(=CC=C1)C(F)(F)F)=O (3-(2-fluoro-4-chlorophenyl)-6-(3-trifluoromethylphenyl)-2,4(1H,3H)-pyrimidinedione). Run in CN(C=O)C (dimethylformamide). Run at time 4 hour. The product is CN1C(N(C(C=C1C1=CC(=CC=C1)C(F)(F)F)=O)C1=C(C=C(C=C1)Cl)F)=O (1-methyl-3-(2-fluoro-4-chlorophenyl)-6-(3-trifluoromethylphenyl)-2,4(1H,3H)-pyrimidinedione). The yield is 86.8%. As a reaction SMILES: [F:1][C:2]1[CH:7]=[C:6]([Cl:8])[CH:5]=[CH:4][C:3]=1[N:9]1[C:14](=[O:15])[CH:13]=[C:12]([C:16]2[CH:21]=[CH:20][CH:19]=[C:18]([C:22]([F:25])([F:24])[F:23])[CH:17]=2)[NH:11][C:10]1=[O:26].[C:27](=O)([O-])[O-].[K+].[K+].CI.O>CN(C)C=O>[CH3:27][N:11]1[C:12]([C:16]2[CH:21]=[CH:20][CH:19]=[C:18]([C:22]([F:25])([F:23])[F:24])[CH:17]=2)=[CH:13][C:14](=[O:15])[N:9]([C:3]2[CH:4]=[CH:5][C:6]([Cl:8])=[CH:7][C:2]=2[F:1])[C:10]1=[O:26] |f:1.2.3|. Reported procedure: 1.00 g of 3-(2-fluoro-4-chlorophenyl)-6-(3-trifluoromethylphenyl)-2,4(1H,3H)-pyrimidinedione was dissolved in 10 ml of dimethylformamide, followed by addition of 0.48 g of anhydrous potassium carbonate and 0.48 g of methyl iodide, and stirring of the solution at room temperature for 4 hours. The resulting reaction solution was poured into water and the precipitated crystals were filtered out and dried to obtain 0.90 g of the objective compound. Reactants: Cn1nc(C(F)(F)F)c(CBr)c1OC(F)F, CCO, NC(N)=S. Yields the product Br, Cn1nc(C(F)(F)F)c(CSC(=N)N)c1OC(F)F. Reaction SMILES: [Br:1][CH2:2][c:3]1[c:4]([C:13]([F:14])([F:15])[F:16])[n:5][n:6]([CH3:12])[c:7]1[O:8][CH:9]([F:10])[F:11].[CH3:21][CH2:22][OH:23].[NH2:17][C:18]([NH2:19])=[S:20]>>[BrH:1].[CH2:2]([c:3]1[c:4]([C:13]([F:14])([F:15])[F:16])[n:5][n:6]([CH3:12])[c:7]1[O:8][CH:9]([F:10])[F:11])[S:20][C:18](=[NH:17])[NH2:19]. The reactants are CC1(C2=CC=CC=C2C=2C1=CC=1NC3=CC=C(C=C3C1C2)C=2C=C(C=CC2)C2=CC(=CC=C2)C(=O)C2=CC=CC=C2)C ([3′-(12,12-dimethyl-10,12-dihydro-10-azaindeno-[2,1-b]fluoren-7-yl)biphenyl-3-yl]phenylmethanone), BrC1=CC=CC=C1 (bromobenzene), C(C)(C)(C)P(C(C)(C)C)C(C)(C)C (tri-tert-butylphosphine), CC(C)(C)[O-].[Na+] (NaOtBu). Reagents/catalysts: CC(=O)[O-].CC(=O)[O-].[Pd+2] (Pd(OAc)2). Run in C1(=CC=CC=C1)C (toluene). Conditions: temperature 45 celsius. Yields the product CC1(C2=CC=CC=C2C=2C1=CC=1N(C3=CC=C(C=C3C1C2)C=2C=C(C=CC2)C2=CC(=CC=C2)C(=O)C2=CC=CC=C2)C2=CC=CC=C2)C ([3′-(12,12-Dimethyl-10-phenyl-10,12-dihydro-10-azaindeno-[2,1-b]fluoren-7-yl)biphenyl-3-yl]phenylmethanone). Isolated yield 67.6%. As a reaction SMILES: [CH3:1][C:2]1([CH3:42])[C:10]2=[CH:11][C:12]3[NH:13][C:14]4[C:19]([C:20]=3[CH:21]=[C:9]2[C:8]2[C:3]1=[CH:4][CH:5]=[CH:6][CH:7]=2)=[CH:18][C:17]([C:22]1[CH:23]=[C:24]([C:28]2[CH:33]=[CH:32][CH:31]=[C:30]([C:34]([C:36]3[CH:41]=[CH:40][CH:39]=[CH:38][CH:37]=3)=[O:35])[CH:29]=2)[CH:25]=[CH:26][CH:27]=1)=[CH:16][CH:15]=4.Br[C:44]1[CH:49]=[CH:48][CH:47]=[CH:46][CH:45]=1.C(P(C(C)(C)C)C(C)(C)C)(C)(C)C.CC([O-])(C)C.[Na+]>C1(C)C=CC=CC=1.CC([O-])=O.CC([O-])=O.[Pd+2]>[CH3:1][C:2]1([CH3:42])[C:10]2=[CH:11][C:12]3[N:13]([C:44]4[CH:49]=[CH:48][CH:47]=[CH:46][CH:45]=4)[C:14]4[C:19]([C:20]=3[CH:21]=[C:9]2[C:8]2[C:3]1=[CH:4][CH:5]=[CH:6][CH:7]=2)=[CH:18][C:17]([C:22]1[CH:23]=[C:24]([C:28]2[CH:33]=[CH:32][CH:31]=[C:30]([C:34]([C:36]3[CH:41]=[CH:40][CH:39]=[CH:38][CH:37]=3)=[O:35])[CH:29]=2)[CH:25]=[CH:26][CH:27]=1)=[CH:16][CH:15]=4 |f:3.4,6.7.8|. Reported procedure: 9.6 g (17.9 mmol) of [3′-(12,12-dimethyl-10,12-dihydro-10-azaindeno-[2,1-b]fluoren-7-yl)biphenyl-3-yl]phenylmethanone are dissolved in 300 ml of toluene with 3.14 g (20 mmol) of bromobenzene and degassed. 1.9 ml of tri-tert-butylphosphine solution (1 M in toluene), 214 mg (0.94 mmol) of Pd(OAc)2 and 5.4 g (56.7 mmol) of NaOtBu are added, and the mixture is stirred under reflux for 7 h. The warm (45° C.) mixture is filtered through Alox B, washed with water, dried and evaporated. The crude produc... Starting materials: CC1=C(C=CC=C1)CCNC(CCC)=O (N-[2-(2-methylphenyl)ethyl]butanamide), O=P12OP3(=O)OP(=O)(O1)OP(=O)(O2)O3 (diphosphorus pentoxide). Run in C=1(C(=CC=CC1)C)C (xylene). Conditions: temperature 140 celsius, time 4 hour. Product: CC1=C2CCN=C(C2=CC=C1)CCC (5-methyl-1-propyl-3,4-dihydroisoquinoline). Yield: 51.2%. As a reaction SMILES: [CH3:1][C:2]1[CH:7]=[CH:6][CH:5]=[CH:4][C:3]=1[CH2:8][CH2:9][NH:10][C:11](=O)[CH2:12][CH2:13][CH3:14].O=P12OP3(OP(OP(O3)(O1)=O)(=O)O2)=O>C1(C)C(C)=CC=CC=1>[CH3:1][C:2]1[CH:7]=[CH:6][CH:5]=[C:4]2[C:3]=1[CH2:8][CH2:9][N:10]=[C:11]2[CH2:12][CH2:13][CH3:14]. Procedure details: N-[2-(2-methylphenyl)ethyl]butanamide (4.58 g) was dissolved in xylene (30 mL), and then diphosphorus pentoxide (10 g) was added thereto, followed by stirring at 140° C. for 4 hours. The reaction mixture was left to cool and then the solvent was evaporated. An aqueous 8 M potassium hydroxide solution, water, and chloroform were used to dissolve completely the insoluble materials. The reaction mixture was adjusted to a pH of around 8, and extracted with chloroform. The extract was washed with sat... The reactants are S(=O)(=O)(C1=CC=C(C)C=C1)Cl (Tosyl chloride), C1(=CC=CC=C1)C(CC)NC(=O)C=1C=C2C=CNC2=CC1 (N-(1-phenylpropyl)-1H-indole-5-carboxamide), [OH-].[K+] (KOH). The reagents and catalysts are [Cl-].C(C1=CC=CC=C1)[N+](CC)(CC)CC (benzyltriethylammonium chloride). Run in C(Cl)Cl (CH2Cl2). The product is C1(=CC=CC=C1)C(CC)NC(=O)C=1C=C2C=CN(C2=CC1)S(=O)(=O)C1=CC=C(C)C=C1 (N-(1-phenylpropyl)-1-tosyl-1H-indole-5-carboxamide). As a reaction SMILES: [S:1](Cl)([C:4]1[CH:10]=[CH:9][C:7]([CH3:8])=[CH:6][CH:5]=1)(=[O:3])=[O:2].[C:12]1([CH:18]([NH:21][C:22]([C:24]2[CH:25]=[C:26]3[C:30](=[CH:31][CH:32]=2)[NH:29][CH:28]=[CH:27]3)=[O:23])[CH2:19][CH3:20])[CH:17]=[CH:16][CH:15]=[CH:14][CH:13]=1.[OH-].[K+]>[Cl-].C([N+](CC)(CC)CC)C1C=CC=CC=1.C(Cl)Cl>[C:12]1([CH:18]([NH:21][C:22]([C:24]2[CH:25]=[C:26]3[C:30](=[CH:31][CH:32]=2)[N:29]([S:1]([C:4]2[CH:10]=[CH:9][C:7]([CH3:8])=[CH:6][CH:5]=2)(=[O:3])=[O:2])[CH:28]=[CH:27]3)=[O:23])[CH2:19][CH3:20])[CH:13]=[CH:14][CH:15]=[CH:16][CH:17]=1 |f:2.3,4.5|. Procedure details: Tosyl chloride (1.1 equiv), benzyltriethylammonium chloride (0.5 equiv) was added to a solution of N-(1-phenylpropyl)-1H-indole-5-carboxamide in CH2Cl2, KOH (1.3 equiv) at room temperature. After the reaction was completed, the solvent was evaporated and the residual was purified by silica gel column chromatography to get the product. LC-MS 433 (M+H). The reactants are Cc1cc(C)c(CNC(=O)c2cc(C3=CCN(S(C)(=O)=O)CC3)nc3c2cnn3C(C)C)c(=O)[nH]1, CCO. Product: Cc1cc(C)c(CNC(=O)c2cc(C3CCN(S(C)(=O)=O)CC3)nc3c2cnn3C(C)C)c(=O)[nH]1. Reaction SMILES: [CH3:1][c:2]1[c:3]([CH2:10][NH:11][C:12](=[O:13])[c:14]2[c:15]3[c:16]([n:17][c:18]([C:20]4=[CH:25][CH2:24][N:23]([S:26](=[O:27])(=[O:28])[CH3:29])[CH2:22][CH2:21]4)[cH:19]2)[n:30]([CH:33]([CH3:34])[CH3:35])[n:31][cH:32]3)[c:4](=[O:9])[nH:5][c:6]([CH3:8])[cH:7]1.[CH3:36][CH2:37][OH:38]>>[CH3:1][c:2]1[c:3]([CH2:10][NH:11][C:12](=[O:13])[c:14]2[c:15]3[c:16]([n:17][c:18]([CH:20]4[CH2:21][CH2:22][N:23]([S:26](=[O:27])(=[O:28])[CH3:29])[CH2:24][CH2:25]4)[cH:19]2)[n:30]([CH:33]([CH3:34])[CH3:35])[n:31][cH:32]3)[c:4](=[O:9])[nH:5][c:6]([CH3:8])[cH:7]1. Starting materials: BrC1=C(N)C(=CC=C1)Br (2,6-dibromoaniline), cupric chloride, N(=O)OC(C)(C)C (tert-butyl nitrite), C(C=C)#N (acrylonitrile), Cl (hydrochloric acid). The solvent is C(C)#N (acetonitrile), C(C)#N (acetonitrile). Run at time 1 hour. The product is BrC1=C(C(=CC=C1)Br)CC(C#N)Cl (3-(2,6-Dibromophenyl)-2-chloro-propanenitrile). Reaction SMILES: N(OC(C)(C)C)=O.[C:8](#[N:11])[CH:9]=[CH2:10].[Br:12][C:13]1[CH:19]=[CH:18][CH:17]=[C:16]([Br:20])[C:14]=1N.[ClH:21]>C(#N)C>[Br:12][C:13]1[CH:19]=[CH:18][CH:17]=[C:16]([Br:20])[C:14]=1[CH2:10][CH:9]([Cl:21])[C:8]#[N:11]. Reported procedure: To 62.4 g (464 mmol/1.2 eq.) of cupric chloride, 76 mL (580 mmol/1.5 eq.) of tert-butyl nitrite and 483 mL (7.34 moles/19 eq.) of acrylonitrile in 475 mL of acetonitrile, at ambient temperature, there is poured, dropwise, over 1 hour, 100 g (386 mmol) of 2,6-dibromoaniline dissolved in 380 mL of acetonitrile. Stirring is carried out for a further 1 hour at ambient temperature, and then the reaction mixture is poured into 1 liter of 20% aqueous hydrochloric acid solution. The aqueous phase is ext...